The task is: describe an organic reaction: reactants, conditions, products, and yield. This data is from the Open Reaction Database (ORD), a public repository of structured organic reaction records. Yields the product N1(N=CC2=CC=CC=C12)C1=C(C=CC=C1)C=1C=C2C=C(C(=NC2=CC1)N)N1CCOCC1 (6-(2-(1H-indazol-1-yl)phenyl)-3-morpholinoquinolin-2-amine). Reaction SMILES: I[C:2]1[CH:7]=[CH:6][CH:5]=[CH:4][C:3]=1[N:8]1[C:16]2[C:11](=[CH:12][CH:13]=[CH:14][CH:15]=2)[CH:10]=[N:9]1.[O:17]1[CH2:22][CH2:21][N:20]([C:23]2[C:24]([NH2:42])=[N:25][C:26]3[C:31]([CH:32]=2)=[CH:30][C:29](B2OC(C)(C)C(C)(C)O2)=[CH:28][CH:27]=3)[CH2:19][CH2:18]1.[O-]P([O-])([O-])=O.[K+].[K+].[K+].C1(P(C2CCCCC2)C2C=CC=CC=2C2C(CCC)=CC(CCC)=CC=2CCC)CCCCC1>O1CCOCC1.O.C1C=CC(/C=C/C(/C=C/C2C=CC=CC=2)=O)=CC=1.C1C=CC(/C=C/C(/C=C/C2C=CC=CC=2)=O)=CC=1.C1C=CC(/C=C/C(/C=C/C2C=CC=CC=2)=O)=CC=1.[Pd].[Pd]>[N:8]1([C:3]2[CH:4]=[CH:5][CH:6]=[CH:7][C:2]=2[C:29]2[CH:30]=[C:31]3[C:26](=[CH:27][CH:28]=2)[N:25]=[C:24]([NH2:42])[C:23]([N:20]2[CH2:19][CH2:18][O:17][CH2:22][CH2:21]2)=[CH:32]3)[C:16]2[C:11](=[CH:12][CH:13]=[CH:14][CH:15]=2)[CH:10]=[N:9]1 |f:2.3.4.5,7.8,9.10.11.12.13|. The reagents and catalysts are C=1C=CC(=CC1)/C=C/C(=O)/C=C/C2=CC=CC=C2.C=1C=CC(=CC1)/C=C/C(=O)/C=C/C2=CC=CC=C2.C=1C=CC(=CC1)/C=C/C(=O)/C=C/C2=CC=CC=C2.[Pd].[Pd] (Pd2(dba)3). Solvent: O1CCOCC1.O (dioxane water). Procedure details: A mixture of 1-(2-iodophenyl)-1H-indazole (0.18 g, 0.563 mmol), 3-morpholino-6-(4,4,5,5-tetramethyl-1,3,2-dioxaborolan-2-yl)quinolin-2-amine (0.10 g, 0.282 mmol, prepared as in Example 2, Step 1-2), potassium phosphate tribasic (0.12 mL, 1.408 mmol), Pd2(dba)3 (0.026 g, 0.028 mmol), and 2-(dicyclohexylphosphino)-2′,4′,6′,-tri-1-propyl-1,1′-biphenyl (0.027 g, 0.056 mmol) in dioxane/water (3/1.5 mL) was heated in mw for 12 min at 140° C. The mixture was concentrated and chromatographed on silica g... Starting materials: IC1=C(C=CC=C1)N1N=CC2=CC=CC=C12 (1-(2-iodophenyl)-1H-indazole), O1CCN(CC1)C=1C(=NC2=CC=C(C=C2C1)B1OC(C(O1)(C)C)(C)C)N (3-morpholino-6-(4,4,5,5-tetramethyl-1,3,2-dioxaborolan-2-yl)quinolin-2-amine), [O-]P(=O)([O-])[O-].[K+].[K+].[K+] (potassium phosphate tribasic), C1(CCCCC1)P(C1=C(C=CC=C1)C1=C(C=C(C=C1CCC)CCC)CCC)C1CCCCC1 (2-(dicyclohexylphosphino)-2′,4′,6′,-tri-1-propyl-1,1′-biphenyl). Reaction conditions: temperature 140 celsius. Starting materials: COC=1C=C(C=CC1)C1=CN=CN1COCC[Si](C)(C)C (5-(3-methoxy-phenyl)-1-(2-trimethylsilanyl-ethoxymethyl)-1H-imidazole), [Li]CCCC (n-BuLi), CN(C)C=O (DMF). RXN SMILES: [CH3:1][O:2][C:3]1[CH:4]=[C:5]([C:9]2[N:13]([CH2:14][O:15][CH2:16][CH2:17][Si:18]([CH3:21])([CH3:20])[CH3:19])[CH:12]=[N:11][CH:10]=2)[CH:6]=[CH:7][CH:8]=1.[Li]CCCC.CN([CH:30]=[O:31])C>>[CH3:1][O:2][C:3]1[CH:4]=[C:5]([C:9]2[N:13]([CH2:14][O:15][CH2:16][CH2:17][Si:18]([CH3:20])([CH3:19])[CH3:21])[C:12]([CH:30]=[O:31])=[N:11][CH:10]=2)[CH:6]=[CH:7][CH:8]=1. Yields the product COC=1C=C(C=CC1)C1=CN=C(N1COCC[Si](C)(C)C)C=O (5-(3-Methoxy-phenyl)-1-(2-trimethylsilanyl-ethoxymethyl)-1H-imidazole-2-carbaldehyde). Yield: 21.5%. Procedure details: Reaction of 5-(3-methoxy-phenyl)-1-(2-trimethylsilanyl-ethoxymethyl)-1H-imidazole (470 mg, 1.55 mmol), 2.5 M n-BuLi (800 uL, 2.00 mmol), and DMF (479 uL, 6.18 mmol) for 2 h at −40° C. followed by column chromatography on silica gel (EtOAc/hexane 9:1) gave the title compound (111 mg, 22%) as a yellow oil. 1H NMR (300 MHz, CDCl3) δ 0.00 (s, 9H), 0.95 (t, 2H, J=9.0 Hz), 3.61 (t, 2H, J=9.0 Hz), 3.89 (s, 3H), 5.8 s (s, 2H), 6.90 (d, 2H, J=9.0 Hz), 7.34–7.42 (m, 3H), 9.89 (s, 1H). The reactants are CCn1cc2c(n1)c(N)nc1cc(OCc3ccccc3)ccc12, CCO, CO, CN(C)C=O. Yields the product CCn1cc2c(n1)c(N)nc1cc(O)ccc12. Reaction SMILES: [CH2:1]([c:2]1[cH:3][cH:4][cH:5][cH:6][cH:7]1)[O:8][c:9]1[cH:10][cH:11][c:12]2[c:13]3[c:14]([c:15]([NH2:19])[n:16][c:17]2[cH:18]1)[n:20][n:21]([CH2:23][CH3:24])[cH:22]3.[CH3:25][CH2:26][OH:27].[CH3:28][OH:29].[O:30]=[CH:31][N:32]([CH3:33])[CH3:34]>>[OH:8][c:9]1[cH:10][cH:11][c:12]2[c:13]3[c:14]([c:15]([NH2:19])[n:16][c:17]2[cH:18]1)[n:20][n:21]([CH2:23][CH3:24])[cH:22]3. Reactants: COC=1C=C(CN2CCN(CC2)CC2=CC(=C(C=C2)OC)OC)C=CC1OC (1,4-Bis(3,4-dimethoxybenzyl)piperazine), C(C)(=O)OCC (ethyl acetate), Br (hydrobromic acid), C(O)([O-])=O.[Na+] (sodium hydrogen carbonate). Solvent: O (water). Reaction conditions: temperature 145 celsius. Product: OC=1C=C(CN2CCN(CC2)CC2=CC(=C(C=C2)O)O)C=CC1O (1,4-Bis(3,4-dihydroxybenzyl)piperazine). RXN SMILES: C[O:2][C:3]1[CH:4]=[C:5]([CH:24]=[CH:25][C:26]=1[O:27]C)[CH2:6][N:7]1[CH2:12][CH2:11][N:10]([CH2:13][C:14]2[CH:19]=[CH:18][C:17]([O:20]C)=[C:16]([O:22]C)[CH:15]=2)[CH2:9][CH2:8]1.Br.C(=O)([O-])O.[Na+].C(OCC)(=O)C>O>[OH:22][C:16]1[CH:15]=[C:14]([CH:19]=[CH:18][C:17]=1[OH:20])[CH2:13][N:10]1[CH2:9][CH2:8][N:7]([CH2:6][C:5]2[CH:24]=[CH:25][C:26]([OH:27])=[C:3]([OH:2])[CH:4]=2)[CH2:12][CH2:11]1 |f:2.3|. Procedure details: 1,4-Bis(3,4-dimethoxybenzyl)piperazine (5 g, 12.95 mmol) was combined with hydrobromic acid (50 ml of 48% w/w solution in water) and the solution heated slowly over 1 hour to 145° C. Reaction was maintained at 145° C. for 12 h at which time TLC revealed disappearance of starting material. The cooled solution was diluted with water (200 ml), carefully neutralized with saturated aqueous sodium hydrogen carbonate, and ethyl acetate (100 ml) added. The crude aqueous solvent mixture was filtered thro... Reactants: FC1=C(C#N)C=C(C(=C1)F)F (2,4,5-trifluorobenzonitrile), CN (methylamine). Run in C(C)O (ethanol). Run at time 3 hour. The product is FC1=C(C#N)C=C(C(=C1)NC)F (2,5-difluoro-4-methylaminobenzonitrile). Yield: 88.2%. Reaction SMILES: [F:1][C:2]1[CH:9]=[C:8](F)[C:7]([F:11])=[CH:6][C:3]=1[C:4]#[N:5].[CH3:12][NH2:13]>C(O)C>[F:1][C:2]1[CH:9]=[C:8]([NH:13][CH3:12])[C:7]([F:11])=[CH:6][C:3]=1[C:4]#[N:5]. Procedure details: To a solution of 2,4,5-trifluorobenzonitrile (0.575 g, 3.7 mmol) in ethanol (20 ml) was added methylamine (30% aq, 4.2 ml, 37 mmol) and the mixture stirred for 3 h. The reaction mixture was then partitioned between diethyl ether (100 ml) and water (100 ml), and the aqueous layer re-extracted with diethyl ether (100 ml). The combined ether extract was washed with brine (200 ml), dried (MgSO4) and evaporated to give 2,5-difluoro-4-methylaminobenzonitrile (0.549 g, 89%), mp 160-163° C. Reactants: ClCCl, CC(N)=O, CC(=O)O, CC(=O)OC(C)=O, CO, [K+], [OH-], C#CC(O)(CN1CCCCC1)c1ccccc1. Product: CC(=O)C(O)(CN1CCCCC1)c1ccccc1. As a reaction SMILES: [CH2:35]([Cl:36])[Cl:37].[CH3:18][C:19]([NH2:20])=[O:21].[CH3:24][C:25](=[O:26])[OH:27].[CH3:28][C:29]([O:30][C:31](=[O:32])[CH3:33])=[O:34].[CH3:38][OH:39].[K+:23].[OH-:22].[OH:1][C:2]([CH2:3][N:4]1[CH2:5][CH2:6][CH2:7][CH2:8][CH2:9]1)([C:10]#[CH:11])[c:12]1[cH:13][cH:14][cH:15][cH:16][cH:17]1>>[OH:1][C:2]([CH2:3][N:4]1[CH2:5][CH2:6][CH2:7][CH2:8][CH2:9]1)([C:10]([CH3:11])=[O:21])[c:12]1[cH:13][cH:14][cH:15][cH:16][cH:17]1. Starting materials: F[B-](F)(F)F, Cc1cc(C(=O)O)ccc1C(=O)N1CC=CC1, CO, CCN(C(C)C)C(C)C, CC(C)C(N)c1nc2cc(Cl)ccc2[nH]1, Cl, ClCCl, C1CCOC1, CN(C)C(On1nnc2ccccc21)=[N+](C)C. Yields the product Cc1cc(C(=O)NC(c2nc3cc(Cl)ccc3[nH]2)C(C)C)ccc1C(=O)N1CC=CC1. RXN SMILES: [B-:18]([F:19])([F:20])([F:21])[F:22].[CH3:1][c:2]1[cH:3][c:4]([C:5](=[O:6])[OH:7])[cH:8][cH:9][c:10]1[C:11](=[O:12])[N:13]1[CH2:14][CH:15]=[CH:16][CH2:17]1.[CH3:70][OH:71].[CH:40]([N:41]([CH:42]([CH3:43])[CH3:44])[CH2:45][CH3:46])([CH3:47])[CH3:48].[Cl:49][c:50]1[cH:51][c:52]2[c:53]([nH:54][c:55]([CH:57]([CH:58]([CH3:59])[CH3:60])[NH2:61])[n:56]2)[cH:62][cH:63]1.[Cl:64].[Cl:72][CH2:73][Cl:74].[O:65]1[CH2:66][CH2:67][CH2:68][CH2:69]1.[n:23]1([O:24][C:25]([N:26]([CH3:27])[CH3:28])=[N+:29]([CH3:30])[CH3:31])[c:32]2[cH:33][cH:34][cH:35][cH:36][c:37]2[n:38][n:39]1>>[CH3:1][c:2]1[cH:3][c:4]([C:5](=[O:7])[NH:61][CH:57]([c:55]2[nH:54][c:53]3[c:52]([cH:51][c:50]([Cl:49])[cH:63][cH:62]3)[n:56]2)[CH:58]([CH3:59])[CH3:60])[cH:8][cH:9][c:10]1[C:11](=[O:12])[N:13]1[CH2:14][CH:15]=[CH:16][CH2:17]1.